Dataset: the Open Reaction Database (ORD), a public repository of structured organic reaction records. Task: describe an organic reaction: reactants, conditions, products, and yield Reactants: nitrosyl halide, C(CCC)O (n-butyl alcohol), CO.Cl (hydrogen chloride methanol), COC=CC#N (3-methoxyacrylonitrile), N(=O)OCCCC (n-butyl nitrite), C(C)OCC (diethyl ether), ( 1 ), above-mentioned solution. Yields the product C(CCC)OC(C(C#N)=NO)OCCCC (3,3-di-n-butoxy-2-hydroxyiminopropionitrile), C(CCC)OC(C(C#N)=NO)OC (3-n-butoxy-2-hydroxyimino-3-methoxypropionitrile), COC(C(C#N)=NO)OC (3,3-dimethoxy-2-hydroxyiminopropionitrile). Yield: 16.0%. As a reaction SMILES: [CH3:1][O:2][CH:3]=[CH:4][C:5]#[N:6].[N:7](OCCCC)=[O:8].[CH2:14]([O:16][CH2:17][CH3:18])C.[CH3:19]O.Cl.[CH2:22]([OH:26])[CH2:23][CH2:24][CH3:25]>>[CH2:1]([O:2][CH:3]([O:26][CH2:22][CH2:23][CH2:24][CH3:25])[C:4](=[N:7][OH:8])[C:5]#[N:6])[CH2:19][CH2:17][CH3:18].[CH2:22]([O:26][CH:3]([O:2][CH3:1])[C:4](=[N:7][OH:8])[C:5]#[N:6])[CH2:23][CH2:24][CH3:25].[CH3:1][O:2][CH:3]([O:16][CH3:14])[C:4](=[N:7][OH:8])[C:5]#[N:6] |f:3.4|. Reported procedure: At room temperature, 5.0 g (60 mmol) of 3-methoxyacrylonitrile, 6.5 g (60 mmol) of n-butyl nitrite and 30 ml of diethyl ether were mixed. Then, 5 ml of the above-mentioned solution was added to a flask having an inner volume of 25 ml and equipped with a stirring device. Under stirring, 1 ml (6 mmol) of a 25.7% by weight hydrogen chloride methanol solution was gradually added dropwise, to generate nitrosyl halide and n-butyl alcohol in the reaction system (the method of the above-mentioned (1)), ... The reactants are N1=CC=C(C=C1)CC=1C(NC(NC1)=S)=O (5-(4-pyridylmethyl)-2-thiouracil), CI (methyl iodide), [OH-].[Na+] (sodium hydroxide). Solvent: O (water), C(C)O (ethanol). Yields the product N1=CC=C(C=C1)CC=1C(NC(=NC1)SC)=O (5-(4-pyridylmethyl)-2-methylthio-4-pyrimidone). Reaction SMILES: [N:1]1[CH:6]=[CH:5][C:4]([CH2:7][C:8]2[C:9](=[O:15])[NH:10][C:11](=[S:14])[NH:12][CH:13]=2)=[CH:3][CH:2]=1.[CH3:16]I.[OH-].[Na+]>O.C(O)C>[N:1]1[CH:6]=[CH:5][C:4]([CH2:7][C:8]2[C:9](=[O:15])[NH:10][C:11]([S:14][CH3:16])=[N:12][CH:13]=2)=[CH:3][CH:2]=1 |f:2.3|. Procedure details: A solution of 5-(4-pyridylmethyl)-2-thiouracil (11.0 g), methyl iodide (7.2 g) and sodium hydroxide (2.1 g) in water (50 ml) and ethanol (100 ml) was stirred at 60° for 30 minutes, allowed to cool and filtered to give 5-(4-pyridylmethyl)-2-methylthio-4-pyrimidone m.p. 179°-182° (ethanol). Starting materials: O=C(NC1CONC1=O)OCc1ccccc1, COC(CC(=O)C(=O)OCc1ccc([N+](=O)[O-])cc1)C(=O)[O-], C(=NC1CCCCC1)=NC1CCCCC1, ClCCl. The product is COC1CC(C(=O)OCc2ccc([N+](=O)[O-])cc2)(N2OCC(NC(=O)OCc3ccccc3)C2=O)OC1=O. RXN SMILES: [CH2:23]([c:24]1[cH:25][cH:26][cH:27][cH:28][cH:29]1)[O:30][C:31](=[O:32])[NH:33][CH:34]1[C:35](=[O:39])[NH:36][O:37][CH2:38]1.[CH3:1][O:2][CH:3]([CH2:4][C:5]([C:6](=[O:7])[O:8][CH2:9][c:10]1[cH:11][cH:12][c:13]([N+:16](=[O:17])[O-:18])[cH:14][cH:15]1)=[O:19])[C:20](=[O:21])[O-:22].[CH:40]1([N:41]=[C:42]=[N:43][CH:44]2[CH2:45][CH2:46][CH2:47][CH2:48][CH2:49]2)[CH2:50][CH2:51][CH2:52][CH2:53][CH2:54]1.[Cl:55][CH2:56][Cl:57]>>[CH3:1][O:2][CH:3]1[CH2:4][C:5]([C:6](=[O:7])[O:8][CH2:9][c:10]2[cH:11][cH:12][c:13]([N+:16](=[O:17])[O-:18])[cH:14][cH:15]2)([N:36]2[C:35](=[O:39])[CH:34]([NH:33][C:31]([O:30][CH2:23][c:24]3[cH:25][cH:26][cH:27][cH:28][cH:29]3)=[O:32])[CH2:38][O:37]2)[O:22][C:20]1=[O:21]. Starting materials: [OH-].[Na+] (sodium hydroxide), C1(CCCCC1)SCCN1C[C@@H]([C@@H](CC1)CCC(C1=CC=NC2=CC=C(C=C12)OC)O)CC(=O)OC (methyl (3R,4R)-1-[2-(cyclohexylthio)ethyl]-4-[3-(R,S)-hydroxy-3-(6-methoxyquinolin-4-yl)propyl]piperidine-3-acetate), C(CC(O)(C(=O)O)CC(=O)O)(=O)O (citric acid), O (water). Run in C(C)OCC (diethyl ether), O1CCOCC1 (dioxane), C(C)OCC (diethyl ether), CC(=O)C (acetone). Conditions: temperature 60 celsius. The product is C1(CCCCC1)SCCN1C[C@@H]([C@@H](CC1)CCC(C1=CC=NC2=CC=C(C=C12)OC)O)CC(=O)O ((3R,4R)-1-[2-(cyclohexylthio)ethyl]4-[3-(R,S)-hydroxy-3-(6-methoxyquinolin-4-yl)propyl]piperidine-3-acetic acid). Isolated yield 102.8%. Reaction SMILES: [OH-].[Na+].[CH:3]1([S:9][CH2:10][CH2:11][N:12]2[CH2:17][CH2:16][C@@H:15]([CH2:18][CH2:19][CH:20]([OH:33])[C:21]3[C:30]4[C:25](=[CH:26][CH:27]=[C:28]([O:31][CH3:32])[CH:29]=4)[N:24]=[CH:23][CH:22]=3)[C@@H:14]([CH2:34][C:35]([O:37]C)=[O:36])[CH2:13]2)[CH2:8][CH2:7][CH2:6][CH2:5][CH2:4]1.O.C(O)(=O)CC(CC(O)=O)(C(O)=O)O>O1CCOCC1.CC(C)=O.C(OCC)C>[CH:3]1([S:9][CH2:10][CH2:11][N:12]2[CH2:17][CH2:16][C@@H:15]([CH2:18][CH2:19][CH:20]([OH:33])[C:21]3[C:30]4[C:25](=[CH:26][CH:27]=[C:28]([O:31][CH3:32])[CH:29]=4)[N:24]=[CH:23][CH:22]=3)[C@@H:14]([CH2:34][C:35]([OH:37])=[O:36])[CH2:13]2)[CH2:8][CH2:7][CH2:6][CH2:5][CH2:4]1 |f:0.1|. Reported procedure: 2.96 cm3 of 5N aqueous sodium hydroxide solution were added, with stirring at a temperature in the region of 20° C., to a solution of 1.9 g of methyl (3R,4R)-1-[2-(cyclohexylthio)ethyl]-4-[3-(R,S)-hydroxy-3-(6-methoxyquinolin-4-yl)propyl]piperidine-3-acetate in 35 cm3 of dioxane. The solution was heated for 16 hours at a temperature in the region of 60° C. The reaction mixture was evaporated under reduced pressure (5 kPa) at a temperature in the region of 50° C. and then the residue obtained was... The reactants are [H-], Nc1ncc(-c2ccccc2)nc1Br, [Na+], CN(C)C=O, Oc1ccccc1. Yields the product Nc1ncc(-c2ccccc2)nc1Oc1ccccc1. RXN SMILES: [H-:8].[NH2:10][c:11]1[n:12][cH:13][c:14](-[c:18]2[cH:19][cH:20][cH:21][cH:22][cH:23]2)[n:15][c:16]1[Br:17].[Na+:9].[O:24]=[CH:25][N:26]([CH3:27])[CH3:28].[OH:1][c:2]1[cH:3][cH:4][cH:5][cH:6][cH:7]1>>[O:1]([c:2]1[cH:3][cH:4][cH:5][cH:6][cH:7]1)[c:16]1[c:11]([NH2:10])[n:12][cH:13][c:14](-[c:18]2[cH:19][cH:20][cH:21][cH:22][cH:23]2)[n:15]1. Reactants: C12C(CC(C=C1)C2)C=O (bicyclo-[2,2,1]-hept-5-en-2-aldehyde), C12C(CC(C=C1)C2)CO (bicyclo-[2,2,1]-hept-5-en-2-yl-methyl alcohol), C1(=CC=C(C=C1)S(=O)(=O)O)C (p-toluene sulfonic acid), N1=CC=CC2=CC=CC=C12 (quinoline). Solvent: C1CCCCC1 (cyclohexane). Yields the product C12C(CC(C=C1)C2)COC(C2C1C=CC(C2)C1)OCC1C2C=CC(C1)C2 (Bicyclo-[2,2,1]-hept-5-en-2-aldehyde-bis-(bicyclo-[2,2,1]-hept-5-en-2-yl-methyl)-acetal). Reaction SMILES: [CH:1]12[CH2:7][CH:4]([CH:5]=[CH:6]1)[CH2:3][CH:2]2[CH:8]=[O:9].[CH:10]12[CH2:16][CH:13]([CH:14]=[CH:15]1)[CH2:12][CH:11]2[CH2:17][OH:18].[C:19]1([CH3:29])[CH:24]=[CH:23][C:22](S(O)(=O)=O)=[CH:21][CH:20]=1.N1C2C(=CC=CC=2)C=C[CH:31]=1>C1CCCCC1>[CH:1]12[CH2:7][CH:4]([CH:5]=[CH:6]1)[CH2:3][CH:2]2[CH2:8][O:9][CH:17]([O:18][CH2:29][CH:19]1[CH2:24][CH:23]2[CH2:31][CH:20]1[CH:21]=[CH:22]2)[CH:11]1[CH2:12][CH:13]2[CH2:16][CH:10]1[CH:15]=[CH:14]2. Procedure: 122 g (1 mole) of bicyclo-[2,2,1]-hept-5-en-2-aldehyde and 248 g (2 moles) of bicyclo-[2,2,1]-hept-5-en-2-yl-methyl alcohol are dissolved in 600 ml of cyclohexane. A mixture of 3.5 g of p-toluene sulfonic acid and 2.6 g of quinoline are added to the resulting solution which is then boiled on a water separator until the removal of water has ceased. The product is then carefully washed until it shows a neutral reaction, dried with potassium carbonate and distilled. A colourless oil is obtained, so... The reactants are O=C([O-])[O-], CI, CC#N, COC(=O)COc1ncccc1Oc1cc(-n2c(=O)cc(C(F)(F)F)[nH]c2=O)c(F)cc1Cl, [K+], [K+]. Product: COC(=O)COc1ncccc1Oc1cc(-n2c(=O)cc(C(F)(F)F)n(C)c2=O)c(F)cc1Cl. As a reaction SMILES: [C:34](=[O:35])([O-:36])[O-:37].[CH3:40][I:41].[CH3:42][C:43]#[N:44].[Cl:1][c:2]1[c:3]([O:4][c:5]2[c:6]([O:11][CH2:12][C:13](=[O:14])[O:15][CH3:16])[n:7][cH:8][cH:9][cH:10]2)[cH:17][c:18](-[n:22]2[c:23](=[O:33])[nH:24][c:25]([C:29]([F:30])([F:31])[F:32])[cH:26][c:27]2=[O:28])[c:19]([F:21])[cH:20]1.[K+:38].[K+:39]>>[Cl:1][c:2]1[c:3]([O:4][c:5]2[c:6]([O:11][CH2:12][C:13](=[O:14])[O:15][CH3:16])[n:7][cH:8][cH:9][cH:10]2)[cH:17][c:18](-[n:22]2[c:23](=[O:33])[n:24]([CH3:34])[c:25]([C:29]([F:30])([F:31])[F:32])[cH:26][c:27]2=[O:28])[c:19]([F:21])[cH:20]1. Reactants: N (ammonia), I (hydriodic acid), C(C)(C)(C)OC(=O)N1CCN(CCC1)C1=NC2=C(N1N(C(C)=O)C)C=CC=C2 (1-(t-butoxycarbonyl)-4-(1-(N-methylacetamido)-1H-benzimidazol-2-yl)[1,4]diazepane), ClCCl (dichloromethane). Solvent: C(C)OCC (diethyl ether). Run at temperature 40 celsius, time 6 hour. The product is I.CN(C(C)=O)N1C(=NC2=C1C=CC=C2)N2CCNCCC2 (4-(1-(N-methylacetamido)-1H-benzimidazol-2-yl)[1,4]diazepane hydriodic acid salt). RXN SMILES: N.C(OC([N:9]1[CH2:15][CH2:14][CH2:13][N:12]([C:16]2[N:20]([N:21]([CH3:25])[C:22](=[O:24])[CH3:23])[C:19]3[CH:26]=[CH:27][CH:28]=[CH:29][C:18]=3[N:17]=2)[CH2:11][CH2:10]1)=O)(C)(C)C.ClCCl.[IH:33]>C(OCC)C>[IH:33].[CH3:25][N:21]([N:20]1[C:19]2[CH:26]=[CH:27][CH:28]=[CH:29][C:18]=2[N:17]=[C:16]1[N:12]1[CH2:13][CH2:14][CH2:15][NH:9][CH2:10][CH2:11]1)[C:22](=[O:24])[CH3:23] |f:5.6|. Procedure details: Combine 1-(t-butoxycarbonyl)-4-1H-benzimidazol-2-yl)[1,4]diazepane (0.10 g, 0.32 mmol) and dimethylformamide (2 mL). Add sodium hydride (0.015 g, 0.62 mmol) and stir. After the gas evolution ceases, add N-methyl chloroacetamide (0.034 g, 0.32 mmol). After 12 hours, dilute the reaction mixture with water and extract with dichloromethane. Separate the layers and extract the aqueous layer with dichloromethane. Combine the organic layer and extract five times with water and then brine. Dry the organ... Reactants: [OH-].[Na+] (sodium hydroxide), C(C1=CC=CC=C1)(=O)NC(=S)NC1=NC=C(C=C1OC1=CC=C(C=C1)C#N)Br (1-benzoyl-3-(5-bromo-3-(4-cyanophenoxy)pyridin-2-yl)thiourea). Solvent: CO (MeOH), hexanes. Conditions: temperature 50 celsius. Product: BrC=1C=C(C(=NC1)NC(=S)N)OC1=CC=C(C=C1)C#N (1-(5-bromo-3-(4-cyanophenoxy)pyridin-2-yl)thiourea). Isolated yield 73.6%. Reaction SMILES: [OH-].[Na+].C([NH:11][C:12]([NH:14][C:15]1[C:20]([O:21][C:22]2[CH:27]=[CH:26][C:25]([C:28]#[N:29])=[CH:24][CH:23]=2)=[CH:19][C:18]([Br:30])=[CH:17][N:16]=1)=[S:13])(=O)C1C=CC=CC=1>CO>[Br:30][C:18]1[CH:19]=[C:20]([O:21][C:22]2[CH:27]=[CH:26][C:25]([C:28]#[N:29])=[CH:24][CH:23]=2)[C:15]([NH:14][C:12]([NH2:11])=[S:13])=[N:16][CH:17]=1 |f:0.1|. Procedure details: Added 3 M aqueous sodium hydroxide (4.41 mL, 13.2 mmol) to a mixture of 1-benzoyl-3-(5-bromo-3-(4-cyanophenoxy)pyridin-2-yl)thiourea (3.00 g, 6.62 mmol) and MeOH (50 mL) and heated to 50° C. for 2 hours. Cooled, partitioned between ethyl acetate and water, washed twice with water, brine, dried, and concentrated. Added ethyl acetate (6 mL), heated to try to afford a solution. Added hexanes (8 mL) slowly, and cooled and triturated for 15 minutes. Filtered, to afford the title compound a (1.70 g, 7...